This data is from the Open Reaction Database (ORD), a public repository of structured organic reaction records. The task is: describe an organic reaction: reactants, conditions, products, and yield The reactants are C(C)OC(C(Cl)Cl)OCC (dichloro-acetaldehyde diethyl-acetal), CC1=CC=C(C=C1)S(=O)(=O)O (4-methyl-benzene-sulphonic acid). Solvent: C(CCCCCCC)O (octanol). Product: C(CCCCCCC)OC(C(Cl)Cl)OCCCCCCCC (dichloro-acetaldehyde dioctyl-acetal). RXN SMILES: [CH2:1]([O:3][CH:4]([O:8][CH2:9][CH3:10])[CH:5]([Cl:7])[Cl:6])[CH3:2].C[C:12]1[CH:17]=[CH:16][C:15](S(O)(=O)=O)=[CH:14][CH:13]=1>C(O)CCCCCCC>[CH2:1]([O:3][CH:4]([O:8][CH2:9][CH2:10][CH2:12][CH2:17][CH2:16][CH2:15][CH2:14][CH3:13])[CH:5]([Cl:7])[Cl:6])[CH2:2][CH2:16][CH2:17][CH2:12][CH2:13][CH2:14][CH3:15]. Reported procedure: A mixture of 5 g of dichloro-acetaldehyde diethyl-acetal, 25 g of octanol and 0.1 g of 4-methyl-benzene-sulphonic acid is heated on a water-bath for 5 hours, then distilled. Reactants: O1C=CC2=C1C=C(C=C2)C(=O)OC (methyl benzofuran-6-carboxylate), [H-].[H-].[H-].[H-].[Li+].[Al+3] (LiAlH4), O (Water), [OH-].[Na+] (NaOH), O (water), residue. Reagents/catalysts: O=[Mn]=O (MnO2). Solvent: C1CCOC1 (THF), C(Cl)Cl (DCM). Run at temperature 0 celsius, time 2.5 hour. Yields the product O1C=CC2=C1C=C(C=C2)C=O (benzofuran-6-carboxaldehyde). Reaction SMILES: [O:1]1[C:5]2[CH:6]=[C:7]([C:10](OC)=[O:11])[CH:8]=[CH:9][C:4]=2[CH:3]=[CH:2]1.[H-].[H-].[H-].[H-].[Li+].[Al+3].O.[OH-].[Na+]>C1COCC1.C(Cl)Cl.O=[Mn]=O>[O:1]1[C:5]2[CH:6]=[C:7]([CH:10]=[O:11])[CH:8]=[CH:9][C:4]=2[CH:3]=[CH:2]1 |f:1.2.3.4.5.6,8.9|. Procedure details: To a solution of methyl benzofuran-6-carboxylate (1 eq.) in dry THF was added a solution of LiAlH4 (1M in THF, 1.5 eq.) at 0° C. under argon. The reaction mixture was stirred at 0° C. for 2.5 h. Water, aqueous NaOH (2N) and water were then added and the mixture was stirred at 20° C. for 30 min. The crude was passed through a pad of celite and solvent removed under reduced pressure. To a solution of the residue (1 eq.) in DCM was added MnO2 (10 eq.). The dark suspension was stirred at 20° C. for ... Solvent: C1CCOC1 (THF), C1CCOC1 (THF), C1CCOC1 (THF), C1CCOC1 (THF). RXN SMILES: C1(P(C2C=CC=CC=2)C2C=CC=CC=2)C=CC=CC=1.[N:20]([C:27](OCC)=O)=NC(OCC)=O.[CH2:32]([N:39]([CH2:56][C:57]1[CH:62]=[CH:61][CH:60]=[CH:59][CH:58]=1)[C@H:40]1[CH2:45][CH2:44][C@@H:43]([NH:46][C:47](=[O:53])[O:48][C:49]([CH3:52])([CH3:51])[CH3:50])[CH2:42][C@H:41]1[CH2:54]O)[C:33]1[CH:38]=[CH:37][CH:36]=[CH:35][CH:34]=1.CC(C)(O)C#N>C1COCC1>[C:27]([CH2:54][C@H:41]1[C@@H:40]([N:39]([CH2:56][C:57]2[CH:58]=[CH:59][CH:60]=[CH:61][CH:62]=2)[CH2:32][C:33]2[CH:38]=[CH:37][CH:36]=[CH:35][CH:34]=2)[CH2:45][CH2:44][C@@H:43]([NH:46][C:47](=[O:53])[O:48][C:49]([CH3:52])([CH3:51])[CH3:50])[CH2:42]1)#[N:20]. Product: C(#N)C[C@@H]1C[C@@H](CC[C@@H]1N(CC1=CC=CC=C1)CC1=CC=CC=C1)NC(OC(C)(C)C)=O (tert-butyl (1R,3S,4S)-3-(cyanomethyl)-4-(dibenzylamino)cyclohexylcarbamate). Run at temperature -20 celsius, time 20 minute. Procedure: Examples 11p and 11q, Step 4: To a solution of triphenylphosphine (4.47 g, 17.04 mmoles) in 50 ml of anhydrous THF at −20° C. was added 7.41 ml of 40% solution of diethyl azodicarboxylate in THF (17.04 mmoles) dropwise, and the mixture was stirred for 20 minutes at −20° C. Then to the mixture was added a solution of tert-butyl (1R,3R,4S)-4-(dibenzylamino)-3-(hydroxymethyl)cyclohexylcarbamate (1.81 g, 4.26 mmoles) in 20 ml of anhydrous THF, and it was stirred for 20 minutes at −20° C. At the end ... Starting materials: 11q, C1(=CC=CC=C1)P(C1=CC=CC=C1)C1=CC=CC=C1 (triphenylphosphine), solution, N(=NC(=O)OCC)C(=O)OCC (diethyl azodicarboxylate), C(C1=CC=CC=C1)N([C@@H]1[C@@H](C[C@@H](CC1)NC(OC(C)(C)C)=O)CO)CC1=CC=CC=C1 (tert-butyl (1R,3R,4S)-4-(dibenzylamino)-3-(hydroxymethyl)cyclohexylcarbamate), CC(C#N)(O)C (acetone cyanohydrine).